From a dataset of the Open Reaction Database (ORD), a public repository of structured organic reaction records. describe an organic reaction: reactants, conditions, products, and yield Reactants: BrC1CC(C(OC1C(Cl)(Cl)Cl)=O)(C)C (5-bromo-3,4,5,6-tetrahydro-3,3-dimethyl-6-trichloromethyl-2H-pyran-2-one), CC1(CC(OC=C1)=O)C (3,4-dihydro-4,4-dimethyl-2H-pyran-2-one), BrC(Cl)(Cl)Cl (bromotrichloromethane), C(C1=CC=CC=C1)(=O)OOC(C1=CC=CC=C1)=O (benzoyl peroxide), six. Reaction conditions: temperature 100 celsius. The product is BrC1C(CC(OC1C(Cl)(Cl)Cl)=O)(C)C (5-bromo-3,4,5,6-tetrahydro-4,4-dimethyl-6-trichloromethyl-2H-pyran-2-one). RXN SMILES: [CH3:1][C:2]1([CH3:9])[CH:7]=[CH:6][O:5][C:4](=[O:8])[CH2:3]1.Br[C:11]([Cl:14])([Cl:13])[Cl:12].C(OOC(=O)C1C=CC=CC=1)(=O)C1C=CC=CC=1.[Br:33]C1C(C(Cl)(Cl)Cl)OC(=O)C(C)(C)C1>>[Br:33][CH:7]1[CH:6]([C:11]([Cl:14])([Cl:13])[Cl:12])[O:5][C:4](=[O:8])[CH2:3][C:2]1([CH3:9])[CH3:1]. Procedure details: A mixture of 1.0 g (7.93 mmol) of 3,4-dihydro-4,4-dimethyl-2H-pyran-2-one and 6.29 g (31.7 mmol) of bromotrichloromethane was heated to 100° C. Heating was maintained at 100° C. for 12 hours. During this time 600 mg (2.48 mmol) of benzoyl peroxide was added in six 100 mg portions; a 100 mg portion being added approximately every 2 hours. The reaction mixture was cooled and placed on a silica gel packed chromatography column. Elution with 20:1 hexane:ethyl acetate mixture afforded 1.45 g, 56% yie...